This data is from the Open Reaction Database (ORD), a public repository of structured organic reaction records. The task is: describe an organic reaction: reactants, conditions, products, and yield Starting materials: [Na] (sodium), ice water, CC(C)=CCCC(C)CC=O (citronellal), COC(\C(=C(\C)/P(=O)(OCC)OCC)\C)=O (diethylphosphono-α-methylcrotonic acid methyl ester). Run in CO (methanol), C1=CC=CC=C1 (benzene). Conditions: temperature 60 celsius, time 5 hour. Product: COC(C(=CC=CCC(CCC=C(C)C)C)C)=O (2,7,11-trimethyl-2,4,10-dodecatrienoic acid methyl ester). As a reaction SMILES: [CH3:1][C:2](=[CH:4][CH2:5][CH2:6][CH:7]([CH2:9][CH:10]=O)[CH3:8])[CH3:3].[CH3:12][O:13][C:14](=[O:27])/[C:15](/[CH3:26])=[C:16](\P(OCC)(OCC)=O)/[CH3:17].[Na]>C1C=CC=CC=1.CO>[CH3:12][O:13][C:14](=[O:27])[C:15]([CH3:26])=[CH:16][CH:17]=[CH:10][CH2:9][CH:7]([CH3:8])[CH2:6][CH2:5][CH:4]=[C:2]([CH3:3])[CH3:1] |^1:27|. Procedure: 24 g of citronellal and 40 g of diethylphosphono-α-methylcrotonic acid methyl ester are dissolved in 100 ml of absolute benzene. To this solution there is added dropwise 4 g of sodium in 50 ml of absolute methanol. The mixture is stirred for 5 hours at 60°C., poured on to ice-water and extracted with diethyl ether. The ethereal solution is washed with water, then with aqueous sodium bicarbonate solution and once again with water, dried over sodium sulphate, filtered and concentrated on a rotary ... Reactants: ClC1=CC=C(CN2C(=C(C3=CC(=CC=C23)O)SC(C)(C)C)CC(C(=O)OC)(C)C)C=C1 (methyl 3-[1-(4-chlorobenzyl)-3-(t-butylthio)-5-hydroxyindol-2-yl]-2,2-dimethylpropanoate), C(=O)([O-])[O-].[Cs+].[Cs+] (Cs2CO3), ClCC1=NC2=CC=NC=C2C=C1 (2-Chloromethyl-1,6-naphthyridine), NH4OAc. Solvent: C(C)#N (acetonitrile). Run at time 18 hour. Yields the product ClC1=CC=C(CN2C(=C(C3=CC(=CC=C23)OCC2=NC3=CC=NC=C3C=C2)SC(C)(C)C)CC(C(=O)OC)(C)C)C=C1 (Methyl 3-[1-(4-chlorobenzyl)-3-(t-butylthio)-5-(1,6-naphthyridin-2-ylmethoxy)indol-2-yl]-2,2-dimethylpropanoate). Reaction SMILES: [Cl:1][C:2]1[CH:31]=[CH:30][C:5]([CH2:6][N:7]2[C:15]3[C:10](=[CH:11][C:12]([OH:16])=[CH:13][CH:14]=3)[C:9]([S:17][C:18]([CH3:21])([CH3:20])[CH3:19])=[C:8]2[CH2:22][C:23]([CH3:29])([CH3:28])[C:24]([O:26][CH3:27])=[O:25])=[CH:4][CH:3]=1.C([O-])([O-])=O.[Cs+].[Cs+].Cl[CH2:39][C:40]1[CH:49]=[CH:48][C:47]2[C:42](=[CH:43][CH:44]=[N:45][CH:46]=2)[N:41]=1>C(#N)C>[Cl:1][C:2]1[CH:3]=[CH:4][C:5]([CH2:6][N:7]2[C:15]3[C:10](=[CH:11][C:12]([O:16][CH2:39][C:40]4[CH:49]=[CH:48][C:47]5[C:42](=[CH:43][CH:44]=[N:45][CH:46]=5)[N:41]=4)=[CH:13][CH:14]=3)[C:9]([S:17][C:18]([CH3:20])([CH3:19])[CH3:21])=[C:8]2[CH2:22][C:23]([CH3:29])([CH3:28])[C:24]([O:26][CH3:27])=[O:25])=[CH:30][CH:31]=1 |f:1.2.3|. Procedure details: To a solution of methyl 3-[1-(4-chlorobenzyl)-3-(t-butylthio)-5-hydroxyindol-2-yl]-2,2-dimethylpropanoate (EP 419,049, Mar. 27, 1991, Example 1, Step C) (350 mg) in acetonitrile (5 mL) were added Cs2CO3 (489 mg) and 80% pure halide (180 mg) from Step 1. The mixture was stirred at room temperature for 18 hr. then the mixture was poured into 25% aq. NH4OAc (50 mL), extracted with ethyl acetate (2×50 mL), washed with brine (50 mL), dried (MgSO4), and evaporated to dryness. Chromatography of the res... Starting materials: BrC1=CC=C(C=C1)F (1-bromo-4-fluorobenzene), NCC1CN(C1)C(=O)C1=CC=C(C=C1)S(=O)(=O)N1C=C(C2=CC=CC=C12)C1=CC=CC=C1 ((3-aminomethyl-azetidin-1-yl)-[4-(3-phenyl-indole-1-sulfonyl)-phenyl]-methanone), C(C)(C)(C)P(C1=C(C=CC=C1)C1=CC=CC=C1)C(C)(C)C (2-(di-tert-butylphosphino)biphenyl), CC(C)([O-])C.[Na+] (sodium tert-butoxide). Reagents/catalysts: C=1C=CC(=CC1)/C=C/C(=O)/C=C/C2=CC=CC=C2.C=1C=CC(=CC1)/C=C/C(=O)/C=C/C2=CC=CC=C2.C=1C=CC(=CC1)/C=C/C(=O)/C=C/C2=CC=CC=C2.[Pd].[Pd] (tris(dibenzylideneacetone)dipalladium(0)). Run in C1(=CC=CC=C1)C (toluene). Run at temperature 100 celsius. Product: FC1=CC=C(C=C1)NCC1CN(C1)C(=O)C1=CC=C(C=C1)S(=O)(=O)N1C=C(C2=CC=CC=C12)C1=CC=CC=C1 ([3-[(4-fluoro-phenylamino)-methyl]-azetidin-1-yl]-[4-(3-phenyl-indole-1-sulfonyl)-phenyl]-methanone). Yield: 18.2%. RXN SMILES: Br[C:2]1[CH:7]=[CH:6][C:5]([F:8])=[CH:4][CH:3]=1.[NH2:9][CH2:10][CH:11]1[CH2:14][N:13]([C:15]([C:17]2[CH:22]=[CH:21][C:20]([S:23]([N:26]3[C:34]4[C:29](=[CH:30][CH:31]=[CH:32][CH:33]=4)[C:28]([C:35]4[CH:40]=[CH:39][CH:38]=[CH:37][CH:36]=4)=[CH:27]3)(=[O:25])=[O:24])=[CH:19][CH:18]=2)=[O:16])[CH2:12]1.C(P(C(C)(C)C)C1C=CC=CC=1C1C=CC=CC=1)(C)(C)C.CC(C)([O-])C.[Na+]>C1(C)C=CC=CC=1.C1C=CC(/C=C/C(/C=C/C2C=CC=CC=2)=O)=CC=1.C1C=CC(/C=C/C(/C=C/C2C=CC=CC=2)=O)=CC=1.C1C=CC(/C=C/C(/C=C/C2C=CC=CC=2)=O)=CC=1.[Pd].[Pd]>[F:8][C:5]1[CH:6]=[CH:7][C:2]([NH:9][CH2:10][CH:11]2[CH2:12][N:13]([C:15]([C:17]3[CH:18]=[CH:19][C:20]([S:23]([N:26]4[C:34]5[C:29](=[CH:30][CH:31]=[CH:32][CH:33]=5)[C:28]([C:35]5[CH:40]=[CH:39][CH:38]=[CH:37][CH:36]=5)=[CH:27]4)(=[O:25])=[O:24])=[CH:21][CH:22]=3)=[O:16])[CH2:14]2)=[CH:3][CH:4]=1 |f:3.4,6.7.8.9.10|. Reported procedure: Add 1-bromo-4-fluorobenzene (220 μL, 350 mg, 2.0 mmol, 2.0 equiv) to a mixture of (3-aminomethyl-azetidin-1-yl)-[4-(3-phenyl-indole-1-sulfonyl)-phenyl]-methanone (446 mg, 1.00 mmol, 1 equiv), tris(dibenzylideneacetone)dipalladium(0) (23 mg, 0.025 mmol, 0.025 equiv), 2-(di-tert-butylphosphino)biphenyl (15 mg, 0.057 mmol, 0.050 equiv), and sodium tert-butoxide (120 mg, 1.2 mmol, 1.2 equiv) in anhydr toluene (4 mL) and heat at 100° C. for 19 h. After cooling, transfer the reaction mixture through a... Starting materials: N#Cc1ccncc1, C[Al](C)C, Cc1ccccc1, CS(=O)(=O)c1ccc(N)cc1, ClC(Cl)Cl, Cl. The product is CS(=O)(=O)c1ccc(NC(=N)c2ccncc2)cc1. As a reaction SMILES: [C:17](#[N:18])[c:19]1[cH:20][cH:21][n:22][cH:23][cH:24]1.[CH3:13][Al:14]([CH3:15])[CH3:16].[CH3:25][c:26]1[cH:27][cH:28][cH:29][cH:30][cH:31]1.[CH3:2][S:3](=[O:4])(=[O:5])[c:6]1[cH:7][cH:8][c:9]([NH2:10])[cH:11][cH:12]1.[CH:32]([Cl:33])([Cl:34])[Cl:35].[ClH:1]>>[CH3:2][S:3](=[O:4])(=[O:5])[c:6]1[cH:7][cH:8][c:9]([NH:10][C:17](=[NH:18])[c:19]2[cH:20][cH:21][n:22][cH:23][cH:24]2)[cH:11][cH:12]1. Procedure details: This reaction is very exothermic so care must be taken if the reaction is scaled up. Acetonitrile (100 mL) and (R)-(−)-epichlorohydrin (47 mL, 55.6 g, 0.60 mol) were added to benzenesulfonamide (20.0 g, 0.127 mol), followed by cesium carbonate (83 g, 0.255 mol). The mixture was heated at reflux for 6 hours with mechanical stirring and then was stirred overnight at room temperature. Water was added (100 mL), the organic phase separated and then concentrated under reduced pressure. The residual oi... Isolated yield 43.0%. As a reaction SMILES: [C:1](#[N:3])[CH3:2].[CH2:4]([C@@H:6]1[O:8][CH2:7]1)Cl.[C:9]1([S:15](N)(=[O:17])=[O:16])[CH:14]=[CH:13][CH:12]=[CH:11][CH:10]=1.[C:19](=O)([O-])[O-:20].[Cs+].[Cs+]>O>[O:20]1[CH2:19][CH:2]1[CH2:1][N:3]([CH2:4][CH:6]1[CH2:7][O:8]1)[S:15]([C:9]1[CH:14]=[CH:13][CH:12]=[CH:11][CH:10]=1)(=[O:17])=[O:16] |f:3.4.5|. Reactants: C(C)#N (Acetonitrile), C(Cl)[C@H]1CO1 ((R)-(−)-epichlorohydrin), C1(=CC=CC=C1)S(=O)(=O)N (benzenesulfonamide), C([O-])([O-])=O.[Cs+].[Cs+] (cesium carbonate). Product: O1C(C1)CN(S(=O)(=O)C1=CC=CC=C1)CC1OC1 (N,N-bis(2-oxiranylmethyl)benzenesulfonamide). Solvent: O (Water).